Dataset: the Open Reaction Database (ORD), a public repository of structured organic reaction records. Task: describe an organic reaction: reactants, conditions, products, and yield Starting materials: COC=1C=C(N)C=C(C1)OC (3,5-dimethoxyaniline), m-phenoxybenzyl ester, BrC(C(=O)O)C(C)C (α-bromoisovaleric acid), [I-].[K+] (potassium iodide). Run in CN(C)P(=O)(N(C)C)N(C)C (HMPT). Product: m-phenoxybenzyl ester, COC=1C=C(C=C(C1)OC)N[C@@H](C(C)C)C(=O)O (N-(3,5-dimethoxyphenyl)valine). Reaction SMILES: [CH3:1][O:2][C:3]1[CH:4]=[C:5]([CH:7]=[C:8]([O:10][CH3:11])[CH:9]=1)[NH2:6].Br[CH:13]([CH:17]([CH3:19])[CH3:18])[C:14]([OH:16])=[O:15].[I-].[K+]>CN(P(N(C)C)(N(C)C)=O)C>[CH3:11][O:10][C:8]1[CH:7]=[C:5]([NH:6][C@H:13]([C:14]([OH:16])=[O:15])[CH:17]([CH3:19])[CH3:18])[CH:4]=[C:3]([O:2][CH3:1])[CH:9]=1 |f:2.3|. Reported procedure: A mixture of 3,5-dimethoxyaniline (2.1 g), the m-phenoxybenzyl ester of α-bromoisovaleric acid (1.0 g), potassium iodide (72.9 mg) and 5 ml of HMPT is heated overnight at 70°-80°. The reaction is then worked up by partition between 100 ml of 2 N sulfuric acid and 100 ml of ether. The aqueous phase is extracted with ether and then the combined ether phases are washed with 2 N sulfuric acid, saturated sodium bicarbonate and brine, dried over potassium carbonate, filtered and evaporated. The residu... Reactants: C(C)(=O)O (acetic acid), COC1=CC=C(C(C2=CC=C(C=C2)OC)(C2=CC=CC=C2)O[C@H]2C[C@@H](O[C@@H]2C(O)C=O)N2C(=O)NC(=O)C(C)=C2)C=C1 (3′-O-(4,4′dimethoxytrityl)-5′-formylthymidine), C=O (formaldehyde), [OH-].[Na+] (NaOH). The solvent is O (water), O1CCOCC1 (dioxane), C(C)(=O)OCC (ethyl acetate). Conditions: time 6 hour. Product: COC1=CC=C(C(C2=CC=C(C=C2)OC)(C2=CC=CC=C2)O[C@H]2C[C@@H](OC2(CO)CO)N2C(=O)NC(=O)C(C)=C2)C=C1 (3′-O-(4,4′-dimethoxytrityl)-4′-C-hydroxymethylthymidine). The yield is 66.3%. RXN SMILES: [CH3:1][O:2][C:3]1[CH:42]=[CH:41][C:6]([C:7]([O:22][C@@H:23]2[C@@H:27]([CH:28](C=O)[OH:29])[O:26][C@@H:25]([N:32]3[CH:40]=[C:38]([CH3:39])[C:36](=[O:37])[NH:35][C:33]3=[O:34])[CH2:24]2)([C:16]2[CH:21]=[CH:20][CH:19]=[CH:18][CH:17]=2)[C:8]2[CH:13]=[CH:12][C:11](OC)=[CH:10][CH:9]=2)=[CH:5][CH:4]=1.[CH2:43]=[O:44].[OH-].[Na+].[C:47]([OH:50])(=O)C>O1CCOCC1.O.C(OCC)(=O)C>[CH3:1][O:2][C:3]1[CH:42]=[CH:41][C:6]([C:7]([O:22][C@@H:23]2[C:27]([CH2:28][OH:29])([CH2:47][OH:50])[O:26][C@@H:25]([N:32]3[CH:40]=[C:38]([CH3:39])[C:36](=[O:37])[NH:35][C:33]3=[O:34])[CH2:24]2)([C:16]2[CH:21]=[CH:20][CH:19]=[CH:18][CH:17]=2)[C:8]2[CH:13]=[CH:12][C:11]([O:44][CH3:43])=[CH:10][CH:9]=2)=[CH:5][CH:4]=1 |f:2.3|. Reported procedure: To a stirred solution of 3′-O-(4,4′dimethoxytrityl)-5′-formylthymidine (16.3 g, 30.07 mmol) in dioxane (120 ml) at 0° C. was added dropwise, in turn, 36% formaldehyde (24 ml) and 2N NaOH (60 ml). The resulting solution was stirred at room temperature for 6 h. The reaction mixture was cooled to 0° C. and 10% acetic acid in water added dropwise until pH reached 7.5. The mixture was diluted with ethyl acetate (1 L), washed with 10% brine (500 ml, then 2×300 ml), dried (Na2SO4), and concentrated. Th... Starting materials: BrC1=CC(=C(C=C1)N)Cl (4-bromo-2-chloro-phenylamine), N1=CC=CC=C1 (pyridine), ClCCC(=O)Cl (3-chloropropionyl chloride). Run in C(Cl)Cl (DCM). Conditions: time 1 hour. Yields the product BrC1=CC(=C(C=C1)NC(CCCl)=O)Cl (N-(4-Bromo-2-chloro-phenyl)-3-chloro-propionamide). Isolated yield 24.5%. As a reaction SMILES: [Br:1][C:2]1[CH:7]=[CH:6][C:5]([NH2:8])=[C:4]([Cl:9])[CH:3]=1.N1C=CC=CC=1.[Cl:16][CH2:17][CH2:18][C:19](Cl)=[O:20]>C(Cl)Cl>[Br:1][C:2]1[CH:7]=[CH:6][C:5]([NH:8][C:19](=[O:20])[CH2:18][CH2:17][Cl:16])=[C:4]([Cl:9])[CH:3]=1. Reported procedure: To a solution of 4-bromo-2-chloro-phenylamine (32 g, 0.15 mol) and pyridine (13.45 g, 0.17 mol) in DCM (200 mL) was added 3-chloropropionyl chloride (21.65 g, 0.17 mol) dropwise at 15° C. After stirring at room temperature for 1 hr, the mixture was washed with water and then 2 N aq. hydrochloric acid. The organic layer was dried over anhy. Na2SO4, filtered, and concentrated in vacuo to afford the title compound (10.9 g, 90% yield) as a white solid. Reactants: C(=C/C)/P(O)(O)=O (cis-propenylphosphonic acid), BrNC(C)=O (N-bromoacetamide), starch iodide, BrNC(C)=O (N-bromoacetamide), [OH-].[Na+] (sodium hydroxide). The solvent is O (water). Yields the product OC(C(Br)P([O-])([O-])=O)C.[Na+].[Na+] (sodium (2-hydroxy-1-bromopropyl)-phosphonate). RXN SMILES: [CH:1](/[P:4](=[O:7])([OH:6])[OH:5])=[CH:2]/[CH3:3].[OH-:8].[Na+:9].[Br:10]NC(=O)C>O>[OH:8][CH:2]([CH3:3])[CH:1]([P:4](=[O:6])([O-:5])[O-:7])[Br:10].[Na+:9].[Na+:9] |f:1.2,5.6.7|. Reported procedure: 10.8 g. of cis-propenylphosphonic acid is dissolved in 50 ml. of water and the pH of the solution is adjusted to 4.2 by the addition of 2.5 N sodium hydroxide. 13.8 g. of N-bromoacetamide is added and the suspension is stirred at room temperature. The reaction is complete when the N-bromoacetamide is in solution and the mixture is negative to starch-iodide paper. The solution is lyophilized and the residue is triturated several times with chloroform to give sodium (2-hydroxy-1-bromopropyl)-phosp... The reactants are CN1C(=O)N(C(=O)C=C1NO)C (1,3-dimethyl-6-hydroxyaminouracil), C(OCC)([O-])[O-] (ethyl orthoformate). Solvent: CN(C=O)C (dimethylformamide). Product: CN1C(N(C=2C(C1=O)=CON2)C)=O (5,7-Dimethyl-5H,7H-isoxazolo[3,4-d]pyrimidine-4,6-dione). RXN SMILES: [CH3:1][N:2]1[C:9]([NH:10][OH:11])=[CH:8][C:6](=[O:7])[N:5]([CH3:12])[C:3]1=[O:4].[CH:13]([O-])([O-])OCC>CN(C)C=O>[CH3:12][N:5]1[C:6](=[O:7])[C:8]2=[CH:13][O:11][N:10]=[C:9]2[N:2]([CH3:1])[C:3]1=[O:4]. Procedure: A mixture of 2 g of 1,3-dimethyl-6-hydroxyaminouracil, 20 ml of dimethylformamide and 20 ml of ethyl orthoformate is boiled at 160° C. for 1 hour, after which the solvent is distilled off. To the residue is added ethanol and the resultant crystals are collected by filtration. As recrystallized from hot water, 1.0 g of the captioned compound is obtained as colorless prisms, melting point: 170°-171° C.